Dataset: the Open Reaction Database (ORD), a public repository of structured organic reaction records. Task: describe an organic reaction: reactants, conditions, products, and yield Starting materials: N1CCC(=CC1)C=1C=C2C=CNC2=CC1 (5-(1,2,3,6-Tetrahydropyridin-4-yl)-1H-indole), CN(C)CC1=CNC2=NC=CC=C21 (3-dimethylaminomethyl-1H-pyrrolo[2,3-b]pyridine). The product is N1C=CC2=CC(=CC=C12)C=1CCN(CC1)CC1=CNC2=NC=CC=C21 (3-(4-[1H-Indol-5-yl]-1,2,3,6-tetrahydropyridin-1-yl)methyl-1H-pyrrolo[2,3-b]pyridine). Isolated yield 35.0%. RXN SMILES: [NH:1]1[CH2:6][CH:5]=[C:4]([C:7]2[CH:8]=[C:9]3[C:13](=[CH:14][CH:15]=2)[NH:12][CH:11]=[CH:10]3)[CH2:3][CH2:2]1.CN([CH2:19][C:20]1[C:28]2[C:23](=[N:24][CH:25]=[CH:26][CH:27]=2)[NH:22][CH:21]=1)C>>[NH:12]1[C:13]2[C:9](=[CH:8][C:7]([C:4]3[CH2:3][CH2:2][N:1]([CH2:19][C:20]4[C:28]5[C:23](=[N:24][CH:25]=[CH:26][CH:27]=5)[NH:22][CH:21]=4)[CH2:6][CH:5]=3)=[CH:15][CH:14]=2)[CH:10]=[CH:11]1. Reported procedure: 5-(1,2,3,6-Tetrahydropyridin-4-yl)-1H-indole (200 mg, 1.0 mmol) and 3-dimethylaminomethyl-1H-pyrrolo[2,3-b]pyridine (177 mg, 1.01 mmol) were coupled as described in Example 4 to give a solid which was purified by flash chromatography, eluting with 10% methanol in dichloromethane containing 1% ammonia. Recrystallisation from methanol gave the title compound (115 mg, 35%) as a tan solid, m.p. 187°-189° C.; (Found: C, 73.78; H, 6.34; N, 16.13. C21H20N4.0.75 H2O requires C, 73.77; H, 6.34; N, 16.39%... The reactants are FC1=C(COC=2N=CN(C(C2)=O)C=2C=C(C(=O)OC)C=CC2C)C=CC(=C1)F (methyl 3-[4-[(2,4-difluorobenzyl)oxy]-6-oxopyrimidin-1(6H)-yl]-4-methylbenzoate), [OH-].[Na+] (NaOH). The solvent is O1CCOCC1 (dioxane). Reaction conditions: time 1 hour. Product: FC1=C(COC=2N=CN(C(C2)=O)C=2C=C(C(=O)O)C=CC2C)C=CC(=C1)F (3-[4-[(2,4-difluorobenzyl)oxy]-6-oxopyrimidin-1(6H)-yl]-4-methylbenzoic acid). RXN SMILES: [F:1][C:2]1[CH:27]=[C:26]([F:28])[CH:25]=[CH:24][C:3]=1[CH2:4][O:5][C:6]1[N:7]=[CH:8][N:9]([C:13]2[CH:14]=[C:15]([CH:20]=[CH:21][C:22]=2[CH3:23])[C:16]([O:18]C)=[O:17])[C:10](=[O:12])[CH:11]=1.[OH-].[Na+]>O1CCOCC1>[F:1][C:2]1[CH:27]=[C:26]([F:28])[CH:25]=[CH:24][C:3]=1[CH2:4][O:5][C:6]1[N:7]=[CH:8][N:9]([C:13]2[CH:14]=[C:15]([CH:20]=[CH:21][C:22]=2[CH3:23])[C:16]([OH:18])=[O:17])[C:10](=[O:12])[CH:11]=1 |f:1.2|. Reported procedure: To a solution of methyl 3-[4-[(2,4-difluorobenzyl)oxy]-6-oxopyrimidin-1(6H)-yl]-4-methylbenzoate (from Step 1) (7.56 g, 19.6 mmol) in dioxane (30 mL) was added 2N NaOH (14.7 mL). Stirred at ambient temperature for 1 h. Concentrated to ˜20 mL under reduced pressure. Cooled to 0° C. and added 5% citric acid to precipitate solid, filtered the precipitate, rinsed with water, and dried in vacuo overnight. Obtained product as an orange solid (6.62 g, 91%). Used without further purification. 1H NMR (CD... Starting materials: [N+](=O)([O-])C1=C(CN2C(=NC=C2)C(=O)OCC)C=CC=C1 (ethyl 1-(2-nitrobenzyl)-imidazole-2-carboxylate). Reagents/catalysts: [Ni] (Raney nickel). The solvent is O1CCCC1 (tetrahydrofuran). Yields the product NC1=C(CN2C(=NC=C2)C(=O)OCC)C=CC=C1 (ethyl 1-(2-aminobenzyl)-imidazol-2-carboxylate). Isolated yield 85.4%. RXN SMILES: [N+:1]([C:4]1[CH:20]=[CH:19][CH:18]=[CH:17][C:5]=1[CH2:6][N:7]1[CH:11]=[CH:10][N:9]=[C:8]1[C:12]([O:14][CH2:15][CH3:16])=[O:13])([O-])=O>O1CCCC1.[Ni]>[NH2:1][C:4]1[CH:20]=[CH:19][CH:18]=[CH:17][C:5]=1[CH2:6][N:7]1[CH:11]=[CH:10][N:9]=[C:8]1[C:12]([O:14][CH2:15][CH3:16])=[O:13]. Procedure: 49.6 g (0.18 mol) of ethyl 1-(2-nitrobenzyl)-imidazole-2-carboxylate were hydrogenated in 500 ml of tetrahydrofuran at room temperature under a pressure of 5 bar in the presence of Raney nickel. After the theoretical quantity of hydrogen had been absorbed, the catalyst was suction-filtered off, and the filtrate was evaporated. 37.7 g (85.4% of theory) of ethyl 1-(2-aminobenzyl)-imidazol-2-carboxylate, m.p. 104°-106° C. (m.p. from toluene 105°-107° C.) were obtained. Product: C(C1=CC=CC=C1)[C@H]1N(C(OC1)=O)C(CC)=O ((4R)-4-benzyl-3-propionyl-1,3-oxazolidin-2-one). Procedure details: 1.57M n-butyllithium hexane solution (96 ml, 150 mmol) was slowly added dropwise to a THF (400 ml) solution of (R)-4-benzyl-2-oxazolidinone (25.36 g, 143 mmol) at −78° C. under stirring. Subsequently propionyl chloride (13.7 ml, 157 mmol) was added at once and the reaction solution was stirred at the same temperature for 30 minutes. After the reaction solution was warmed to room temperature for 30 minutes, it was diluted with ethyl acetate and washed with water and brine. The organic layer was d... As a reaction SMILES: CCCCCC.C([Li])CCC.[CH2:12]1C[O:15][CH2:14][CH2:13]1.[CH2:17]([C@@H:24]1[CH2:28][O:27][C:26](=[O:29])[NH:25]1)[C:18]1[CH:23]=[CH:22][CH:21]=[CH:20][CH:19]=1.C(Cl)(=O)CC>C(OCC)(=O)C>[CH2:17]([C@@H:24]1[CH2:28][O:27][C:26](=[O:29])[N:25]1[C:14](=[O:15])[CH2:13][CH3:12])[C:18]1[CH:19]=[CH:20][CH:21]=[CH:22][CH:23]=1 |f:0.1|. The reactants are CCCCCC.C(CCC)[Li] (n-butyllithium hexane), C1CCOC1 (THF), C(C1=CC=CC=C1)[C@H]1NC(OC1)=O ((R)-4-benzyl-2-oxazolidinone), C(CC)(=O)Cl (propionyl chloride). Solvent: C(C)(=O)OCC (ethyl acetate). Reactants: C(C1=CC=CC=C1)(=O)OOC(C1=CC=CC=C1)=O (dibenzoyl peroxide), C(C1=CC=CC=C1)(=O)OOC(C1=CC=CC=C1)=O (dibenzoyl peroxide), C(C1=CC=CC=C1)(=O)OOC(C1=CC=CC=C1)=O (dibenzoyl peroxide), C(C1=CC=CC=C1)(=O)O (benzoic acid), C(C1=CC=CC=C1)(=O)OOC(C1=CC=CC=C1)=O (dibenzoyl peroxide). The product is C(C1=CC=CC=C1)(=O)OOC(C1=CC=CC=C1)=O.C(C1=CC=CC=C1)(=O)O (Dibenzoyl Peroxide Benzoic Acid). Reaction SMILES: [C:1]([O:9][O:10][C:11](=[O:18])[C:12]1[CH:17]=[CH:16][CH:15]=[CH:14][CH:13]=1)(=[O:8])[C:2]1[CH:7]=[CH:6][CH:5]=[CH:4][CH:3]=1.[C:19]([OH:27])(=[O:26])[C:20]1[CH:25]=[CH:24][CH:23]=[CH:22][CH:21]=1>>[C:11]([O:10][O:9][C:1](=[O:8])[C:2]1[CH:7]=[CH:6][CH:5]=[CH:4][CH:3]=1)(=[O:18])[C:12]1[CH:13]=[CH:14][CH:15]=[CH:16][CH:17]=1.[C:19]([OH:27])(=[O:26])[C:20]1[CH:25]=[CH:24][CH:23]=[CH:22][CH:21]=1 |f:2.3|. Procedure details: Employing the acid precipitation processes described in Example II, several other dry free-flowing dibenzoyl peroxide/benzoic acid compositions were prepared which contained 30 to 85% dibenzoyl peroxide and 15 to 70% benzoic acid. The burning characteristics of these invention compositions along with those for 98% dibenzoyl peroxide and for the 50% dibenzoyl peroxide/50% DCHP and the 70% dibenzoyl peroxide/30% DCHP art compositions are summarized in Example III Table. Reactants: O=C([O-])[O-], CCI, CN(C)C=O, [K+], [K+], COC(=O)c1ccc(OC)c(O)c1. Yields the product CCOc1cc(C(=O)OC)ccc1OC. RXN SMILES: [C:14](=[O:15])([O-:16])[O-:17].[CH2:20]([CH3:21])[I:22].[CH3:23][N:24]([CH3:25])[CH:26]=[O:27].[K+:18].[K+:19].[OH:1][c:2]1[cH:3][c:4]([C:5](=[O:6])[O:7][CH3:8])[cH:9][cH:10][c:11]1[O:12][CH3:13]>>[O:1]([c:2]1[cH:3][c:4]([C:5](=[O:6])[O:7][CH3:8])[cH:9][cH:10][c:11]1[O:12][CH3:13])[CH2:20][CH3:21].